From a dataset of the Open Reaction Database (ORD), a public repository of structured organic reaction records. describe an organic reaction: reactants, conditions, products, and yield Reactants: C(C)N(CCCC(C)N)CC (N1,N1 -diethyl-1,4 pentanediamine), ice, ClC1=CC(=C(C(=O)Cl)C=C1)[N+](=O)[O-] (4-chloro-2-nitrobenzoyl chloride), [OH-].[K+] (potassium hydroxide). Run in O (water), ClCCCl (1,2-dichloroethane), O (water), ClCCCl (1,2-dichloroethane). Conditions: time 0.5 hour. Yields the product ClC1=CC(=C(C(=O)NC(CCCN(CC)CC)C)C=C1)[N+](=O)[O-] (4-choro-N-[4-(diethylamino)-1-methylbutyl]-2-nitrobenzamide). Reaction SMILES: [CH2:1]([N:3]([CH2:10][CH3:11])[CH2:4][CH2:5][CH2:6][CH:7]([NH2:9])[CH3:8])[CH3:2].[Cl:12][C:13]1[CH:21]=[CH:20][C:16]([C:17](Cl)=[O:18])=[C:15]([N+:22]([O-:24])=[O:23])[CH:14]=1.[OH-].[K+]>O.ClCCCl>[Cl:12][C:13]1[CH:21]=[CH:20][C:16]([C:17]([NH:9][CH:7]([CH3:8])[CH2:6][CH2:5][CH2:4][N:3]([CH2:1][CH3:2])[CH2:10][CH3:11])=[O:18])=[C:15]([N+:22]([O-:24])=[O:23])[CH:14]=1 |f:2.3|. Reported procedure: To a vigorously stirred mixture containing 970 g. (6.2 moles) of freshly distilled N1,N1 -diethyl-1,4 pentanediamine, 4 l. of 1,2-dichloroethane and 1 l. of water at 5°-10° C. there was simultaneously added dropwise a solution containing 5.95 moles of 4-chloro-2-nitrobenzoyl chloride in approximately 8 l. of 1,2-dichloroethane and a solution containing 410 g. (6.2 moles) of 85% potassium hydroxide in 1 l. of water. When the addition was complete the ice bath was removed and stirring was continue... The reactants are CC(C)(Br)C(=O)Nc1cc([N+](=O)[O-])ccc1O, [K+], [K+], O=C([O-])[O-], CN(C)C=O, O. Yields the product CC1(C)Oc2ccc([N+](=O)[O-])cc2NC1=O. Reaction SMILES: [Br:1][C:2]([C:3](=[O:4])[NH:5][c:6]1[c:7]([OH:15])[cH:8][cH:9][c:10]([N+:12](=[O:13])[O-:14])[cH:11]1)([CH3:16])[CH3:17].[K+:18].[K+:19].[O-:20][C:21]([O-:22])=[O:23].[O:25]=[CH:26][N:27]([CH3:28])[CH3:29].[OH2:24]>>[C:2]1([CH3:16])([CH3:17])[C:3](=[O:4])[NH:5][c:6]2[c:7]([cH:8][cH:9][c:10]([N+:12](=[O:13])[O-:14])[cH:11]2)[O:15]1.